This data is from the Open Reaction Database (ORD), a public repository of structured organic reaction records. The task is: describe an organic reaction: reactants, conditions, products, and yield The reactants are CC(C)(C)OC(=O)N1C(CN)CC2CC21, Cc1nc2sccn2c1C(=O)O. Yields the product Cc1nc2sccn2c1C(=O)NCC1CC2CC2N1C(=O)OC(C)(C)C. As a reaction SMILES: [C:1]([CH3:2])([CH3:3])([CH3:4])[O:5][C:6](=[O:7])[N:8]1[CH:9]2[CH2:10][CH:11]2[CH2:12][CH:13]1[CH2:14][NH2:15].[CH3:16][c:17]1[n:18][c:19]2[s:20][cH:21][cH:22][n:23]2[c:24]1[C:25](=[O:26])[OH:27]>>[C:1]([CH3:2])([CH3:3])([CH3:4])[O:5][C:6](=[O:7])[N:8]1[CH:9]2[CH2:10][CH:11]2[CH2:12][CH:13]1[CH2:14][NH:15][C:25]([c:24]1[c:17]([CH3:16])[n:18][c:19]2[s:20][cH:21][cH:22][n:23]21)=[O:26]. The reactants are CCCCNN, ClCCl, CS(=O)(=O)c1nnc(N=C=O)s1, NN. Product: CCCCN(N)C(=O)Nc1nnc(S(C)(=O)=O)s1. RXN SMILES: [CH2:1]([CH2:2][CH2:3][CH3:4])[NH:5][NH2:6].[CH2:21]([Cl:22])[Cl:23].[CH3:7][S:8](=[O:9])(=[O:10])[c:11]1[n:12][n:13][c:14]([N:16]=[C:17]=[O:18])[s:15]1.[NH2:19][NH2:20]>>[CH2:1]([CH2:2][CH2:3][CH3:4])[N:5]([NH2:6])[C:17]([NH:16][c:14]1[n:13][n:12][c:11]([S:8]([CH3:7])(=[O:9])=[O:10])[s:15]1)=[O:18].